From a dataset of the Open Reaction Database (ORD), a public repository of structured organic reaction records. describe an organic reaction: reactants, conditions, products, and yield As a reaction SMILES: [C:1]([O:2][C:3](=[O:4])[N:8]1[CH2:9][CH2:10][N:11]([CH2:14][C:15]#[C:16][c:17]2[c:18]([NH:25][CH2:26][C:27]([CH3:28])([CH3:29])[CH3:30])[n:19][c:20]([C:23]#[N:24])[n:21][cH:22]2)[CH2:12][CH2:13]1)([CH3:5])([CH3:6])[CH3:7].[ClH:37].[O:31]1[CH2:32][CH2:33][O:34][CH2:35][CH2:36]1>>[NH:8]1[CH2:9][CH2:10][N:11]([CH2:14][C:15]#[C:16][c:17]2[c:18]([NH:25][CH2:26][C:27]([CH3:28])([CH3:29])[CH3:30])[n:19][c:20]([C:23]#[N:24])[n:21][cH:22]2)[CH2:12][CH2:13]1. The reactants are CC(C)(C)CNc1nc(C#N)ncc1C#CCN1CCN(C(=O)OC(C)(C)C)CC1, Cl, C1COCCO1. The product is CC(C)(C)CNc1nc(C#N)ncc1C#CCN1CCNCC1.